This data is from the Open Reaction Database (ORD), a public repository of structured organic reaction records. The task is: describe an organic reaction: reactants, conditions, products, and yield Reactants: FC=1C=C(C#N)C=CC1F (3,4-difluorobenzonitrile), O=C1NC=CC(=C1)OC1CCN(CC1)C(=O)OC(C)(C)C (tert-butyl 4-(2-oxo-1,2-dihydropyridin-4-yloxy)piperidine-1-carboxylate), CN(C)C=O (DMF), [H-].[Na+] (sodium hydride). The solvent is CCOC(=O)C (EtOAc), O (water). Run at time 1 hour. Yields the product C(#N)C1=CC(=C(C=C1)N1C(C=C(C=C1)OC1CCN(CC1)C(=O)OC(C)(C)C)=O)F (tert-butyl 4-(1-(4-cyano-2-fluorophenyl)-2-oxo-1,2-dihydropyridin-4-yloxy)piperidine-1-carboxylate). The yield is 58.8%. RXN SMILES: [O:1]=[C:2]1[CH:7]=[C:6]([O:8][CH:9]2[CH2:14][CH2:13][N:12]([C:15]([O:17][C:18]([CH3:21])([CH3:20])[CH3:19])=[O:16])[CH2:11][CH2:10]2)[CH:5]=[CH:4][NH:3]1.CN(C=O)C.[H-].[Na+].[F:29][C:30]1[CH:31]=[C:32]([CH:35]=[CH:36][C:37]=1F)[C:33]#[N:34]>CCOC(C)=O.O>[C:33]([C:32]1[CH:35]=[CH:36][C:37]([N:3]2[CH:4]=[CH:5][C:6]([O:8][CH:9]3[CH2:14][CH2:13][N:12]([C:15]([O:17][C:18]([CH3:21])([CH3:20])[CH3:19])=[O:16])[CH2:11][CH2:10]3)=[CH:7][C:2]2=[O:1])=[C:30]([F:29])[CH:31]=1)#[N:34] |f:2.3|. Procedure details: To a mixture of tert-butyl 4-(2-oxo-1,2-dihydropyridin-4-yloxy)piperidine-1-carboxylate (730 mg, 2.480 mmol, Step A of Example 132) and DMF (12 mL) at room temperature was added sodium hydride (114 mg, 2.85 mmol). After stirring at room temperature for 1 hr, 3,4-difluorobenzonitrile (345 mg, 2.480 mmol, Aldrich) was added and the reaction mixture was heated at 100° C. for 1.5 hrs and cooled to room temperature. The resulting mixture was diluted with EtOAc and water and the aqueous layer was extr...